From a dataset of the Open Reaction Database (ORD), a public repository of structured organic reaction records. describe an organic reaction: reactants, conditions, products, and yield Reactants: ClCCl, O=C(Cl)C(Cl)(Cl)Cl, c1ccc(Sc2ccc[nH]2)cc1. The product is O=C(c1ccc(Sc2ccccc2)[nH]1)C(Cl)(Cl)Cl. As a reaction SMILES: [CH2:20]([Cl:21])[Cl:22].[Cl:13][C:14]([C:15](=[O:16])[Cl:17])([Cl:18])[Cl:19].[c:1]1([S:7][c:8]2[nH:9][cH:10][cH:11][cH:12]2)[cH:2][cH:3][cH:4][cH:5][cH:6]1>>[c:1]1([S:7][c:8]2[nH:9][c:10]([C:15]([C:14]([Cl:13])([Cl:18])[Cl:19])=[O:16])[cH:11][cH:12]2)[cH:2][cH:3][cH:4][cH:5][cH:6]1. Reactants: Cl (HCl), C(C)(C)(C)OC(=O)N1[C@@H]2CC[C@H]([C@H]1CNC(C(F)(F)F)=O)C2 ((1R,3S,4S)-3-[(2,2,2-trifluoro-acetylamino)-methyl]-2-aza-bicyclo[2.2.1]heptane-2-carboxylic acid tert-butyl ester). Solvent: O1CCOCC1 (dioxane), O1CCOCC1 (dioxane). The product is [C@@H]12N[C@@H]([C@@H](CC1)C2)CNC(C(F)(F)F)=O (N-[(1R,3S,4S)-1-(2-Aza-bicyclo[2.2.1]hept-3-yl)methyl]-2,2,2-trifluoro-acetamide). RXN SMILES: Cl.C(OC([N:9]1[C@H:14]([CH2:15][NH:16][C:17](=[O:22])[C:18]([F:21])([F:20])[F:19])[C@@H:13]2[CH2:23][C@H:10]1[CH2:11][CH2:12]2)=O)(C)(C)C>O1CCOCC1>[C@H:10]12[CH2:23][C@H:13]([CH2:12][CH2:11]1)[C@@H:14]([CH2:15][NH:16][C:17](=[O:22])[C:18]([F:20])([F:21])[F:19])[NH:9]2. Procedure details: A solution of HCl in dioxane (4 M, 40 mL) is added to a solution of (1R,3S,4S)-3-[(2,2,2-trifluoro-acetylamino)-methyl]-2-aza-bicyclo[2.2.1]heptane-2-carboxylic acid tert-butyl ester (12.0 mmol) in dioxane (15 mL). After 3 h the solvents are removed in vacuo to give the desired product as a brownish solid which is used without further purification in the next step. LC-MS (basic): tR=0.69 min; [M+H]+=223.2. Starting materials: [OH-].[Na+] (sodium hydroxide), CC(CC1=CC2=CC=CC=C2C=C1)(C)O (2-Methyl-1-(naphthalen-2-yl)-2-propanol), C(C)#N (acetonitrile), S(O)(O)(=O)=O (sulfuric acid). Solvent: C(C)(=O)O (acetic acid). The product is CC(CC1=CC2=CC=CC=C2C=C1)(C)NC(C)=O (N-[2-Methyl-1-(naphthalen-2-yl)propan-2-yl]acetamide). RXN SMILES: [CH3:1][C:2](O)([CH3:14])[CH2:3][C:4]1[CH:13]=[CH:12][C:11]2[C:6](=[CH:7][CH:8]=[CH:9][CH:10]=2)[CH:5]=1.[C:16](#[N:18])[CH3:17].S(=O)(=O)(O)[OH:20].[OH-].[Na+]>C(O)(=O)C>[CH3:1][C:2]([NH:18][C:16](=[O:20])[CH3:17])([CH3:14])[CH2:3][C:4]1[CH:13]=[CH:12][C:11]2[C:6](=[CH:7][CH:8]=[CH:9][CH:10]=2)[CH:5]=1 |f:3.4|. Procedure: To 2-methyl-1-(naphthalen-2-yl)-2-propanol (500 mg) obtained in Step 7 were added acetonitrile (0.5 ml) and acetic acid (0.5 ml) in this order. After ice-cooling the mixture, sulfuric acid (0.5 ml) was added dropwise. The mixture was stirred under ice-cooling for 20 min and poured into a 1N aqueous sodium hydroxide solution, and the mixture was extracted with diethyl ether. The organic layer was washed with water, dried over sodium sulfate, and concentrated under reduced pressure. The obtained r... The reactants are COCCOC, [Cl-], CC(C)(C)OC(=O)N1CC=C(OS(=O)(=O)C(F)(F)F)CC1, [Li+], O=[N+]([O-])c1ccc(B(O)O)cc1, [Na+], [Na+], O=C([O-])[O-], [Pd], c1ccc(P(c2ccccc2)c2ccccc2)cc1, c1ccc(P(c2ccccc2)c2ccccc2)cc1, c1ccc(P(c2ccccc2)c2ccccc2)cc1, c1ccc(P(c2ccccc2)c2ccccc2)cc1. The product is CC(C)(C)OC(=O)N1CC=C(c2ccc([N+](=O)[O-])cc2)CC1. RXN SMILES: [CH3:119][O:120][CH2:121][CH2:122][O:123][CH3:124].[Cl-:41].[F:1][C:2]([F:3])([F:4])[S:5]([O:6][C:7]1=[CH:12][CH2:11][N:10]([C:13](=[O:14])[O:15][C:16]([CH3:17])([CH3:18])[CH3:19])[CH2:9][CH2:8]1)(=[O:20])=[O:21].[Li+:40].[N+:22](=[O:23])([O-:24])[c:25]1[cH:26][cH:27][c:28]([B:31]([OH:32])[OH:33])[cH:29][cH:30]1.[Na+:34].[Na+:35].[O-:36][C:37](=[O:38])[O-:39].[Pd:42].[c:100]1([P:101]([c:102]2[cH:103][cH:104][cH:105][cH:106][cH:107]2)[c:108]2[cH:109][cH:110][cH:111][cH:112][cH:113]2)[cH:114][cH:115][cH:116][cH:117][cH:118]1.[c:43]1([P:44]([c:45]2[cH:46][cH:47][cH:48][cH:49][cH:50]2)[c:51]2[cH:52][cH:53][cH:54][cH:55][cH:56]2)[cH:57][cH:58][cH:59][cH:60][cH:61]1.[c:62]1([P:63]([c:64]2[cH:65][cH:66][cH:67][cH:68][cH:69]2)[c:70]2[cH:71][cH:72][cH:73][cH:74][cH:75]2)[cH:76][cH:77][cH:78][cH:79][cH:80]1.[c:81]1([P:82]([c:83]2[cH:84][cH:85][cH:86][cH:87][cH:88]2)[c:89]2[cH:90][cH:91][cH:92][cH:93][cH:94]2)[cH:95][cH:96][cH:97][cH:98][cH:99]1>>[C:7]1([c:28]2[cH:27][cH:26][c:25]([N+:22](=[O:23])[O-:24])[cH:30][cH:29]2)=[CH:12][CH2:11][N:10]([C:13](=[O:14])[O:15][C:16]([CH3:17])([CH3:18])[CH3:19])[CH2:9][CH2:8]1. Starting materials: C(C=C)C=1C(=CC2=C(C(=CO2)C2=CC(=C(C(=C2)OC)OC)OC)C1)O (5-allyl-6-hydroxy-3-(3,4,5-trimethoxyphenyl)benzofuran). Reagents/catalysts: [Pd] (palladium-on-charcoal). The solvent is C(C)(=O)OCC (ethyl acetate). Reaction conditions: time 20 minute. The product is OC1=CC2=C(C(=CO2)C2=CC(=C(C(=C2)OC)OC)OC)C=C1CCC (6-Hydroxy-3-(3,4,5-trimethoxyphenyl)-5-propylbenzofuran). Reaction SMILES: [CH2:1]([C:4]1[C:5]([OH:25])=[CH:6][C:7]2[O:11][CH:10]=[C:9]([C:12]3[CH:17]=[C:16]([O:18][CH3:19])[C:15]([O:20][CH3:21])=[C:14]([O:22][CH3:23])[CH:13]=3)[C:8]=2[CH:24]=1)[CH:2]=[CH2:3]>C(OCC)(=O)C.[Pd]>[OH:25][C:5]1[C:4]([CH2:1][CH2:2][CH3:3])=[CH:24][C:8]2[C:9]([C:12]3[CH:17]=[C:16]([O:18][CH3:19])[C:15]([O:20][CH3:21])=[C:14]([O:22][CH3:23])[CH:13]=3)=[CH:10][O:11][C:7]=2[CH:6]=1. Procedure: A solution of 5-allyl-6-hydroxy-3-(3,4,5-trimethoxyphenyl)benzofuran (300 mg) in ethyl acetate (2 ml) containing 5% palladium-on-charcoal was hydrogenated for 20 minutes. The mixture was filtered and the filtrate was evaporated to give 6-Hydroxy-3-(3,4,5-trimethoxyphenyl)-5-propylbenzofuran.